This data is from the Open Reaction Database (ORD), a public repository of structured organic reaction records. The task is: describe an organic reaction: reactants, conditions, products, and yield Starting materials: CO, Cl, CC(C)CC(C(=O)NN(CC(C)C)S(=O)(=O)CCc1ccccn1)C(CC=Cc1ccccc1)C(=O)NOC1CCCCO1, C1COCCO1. The product is Cl, CC(C)CC(C(=O)NN(CC(C)C)S(=O)(=O)CCc1ccccn1)C(CC=Cc1ccccc1)C(=O)NO. Reaction SMILES: [CH3:46][OH:47].[ClH:45].[O:1]1[CH2:2][CH2:3][CH2:4][CH2:5][CH:6]1[O:7][NH:8][C:9](=[O:10])[CH:11]([CH2:12][CH:13]=[CH:14][c:15]1[cH:16][cH:17][cH:18][cH:19][cH:20]1)[CH:21]([C:22](=[O:23])[NH:24][N:25]([S:26](=[O:27])(=[O:28])[CH2:29][CH2:30][c:31]1[n:32][cH:33][cH:34][cH:35][cH:36]1)[CH2:37][CH:38]([CH3:39])[CH3:40])[CH2:41][CH:42]([CH3:43])[CH3:44].[O:48]1[CH2:49][CH2:50][O:51][CH2:52][CH2:53]1>>[ClH:45].[OH:7][NH:8][C:9](=[O:10])[CH:11]([CH2:12][CH:13]=[CH:14][c:15]1[cH:16][cH:17][cH:18][cH:19][cH:20]1)[CH:21]([C:22](=[O:23])[NH:24][N:25]([S:26](=[O:27])(=[O:28])[CH2:29][CH2:30][c:31]1[n:32][cH:33][cH:34][cH:35][cH:36]1)[CH2:37][CH:38]([CH3:39])[CH3:40])[CH2:41][CH:42]([CH3:43])[CH3:44]. Reactants: N(=O)[O-].[Na+] (NaNO2), N1=CC=CC2=CC=CC=C12 (quinoline), O[PH2]=O (H3PO2), O[PH2]=O (H3PO2), [OH-].[Na+] (NaOH), S(O)(O)(=O)=O (sulfuric acid), NC=1C(=CC(=C2C=CC=NC12)Br)Cl (8-amino-5-bromo-7-chloroquinoline). Solvent: O (water), O (water). Run at temperature 0 celsius, time 15 minute. Yields the product BrC1=C2C=CC=NC2=CC(=C1)Cl (5-Bromo-7-chloroquinoline). As a reaction SMILES: N[C:2]1[C:3]([Cl:13])=[CH:4][C:5]([Br:12])=[C:6]2[C:11]=1[N:10]=[CH:9][CH:8]=[CH:7]2.S(=O)(=O)(O)O.N([O-])=O.[Na+].N1C2C(=CC=CC=2)C=CC=1.O[PH2]=O.[OH-].[Na+]>O>[Br:12][C:5]1[CH:4]=[C:3]([Cl:13])[CH:2]=[C:11]2[C:6]=1[CH:7]=[CH:8][CH:9]=[N:10]2 |f:2.3,6.7|. Procedure: To a suspension of 8-amino-5-bromo-7-chloroquinoline (700 mg, 2.72 mmol) in water (27 mL) at 0° C. was added concentrated sulfuric acid until the solid was mostly dissolved and the solution was a bright yellow. A solution of NaNO2 (375 mg, 5.44 mmol) in water (7 mL) was added dropwise to the stirring quinoline solution. After stirring at 0° C. for an additional 15 minutes, the cold solution was slowly added to stirring H3PO2 (6.5 mL, 54 mmol) at 65° C. Following complete addition of the cold sol... Starting materials: FC(C(I)(F)F)(F)F (pentafluoroiodoethane), C[Li].[Br-].[Li+] (methyllithium lithium bromide), BrC1=CC=C(C=C1)C=CC(=O)N(C)OC (3-(4-bromo-phenyl)-N-methoxy-N-methyl-acrylamide). Reaction conditions: time 20 minute. Product: BrC1=CC=C(C=C1)C=CC(C(C(F)(F)F)(F)F)=O (1-(4-bromo-phenyl)-4,4,5,5,5-pentafluoro-pent-1-en-3-one). The yield is 49.3%. As a reaction SMILES: [F:1][C:2]([F:8])([F:7])[C:3]([F:6])([F:5])I.C[Li].[Br-].[Li+].[Br:13][C:14]1[CH:19]=[CH:18][C:17]([CH:20]=[CH:21][C:22](N(OC)C)=[O:23])=[CH:16][CH:15]=1>>[Br:13][C:14]1[CH:15]=[CH:16][C:17]([CH:20]=[CH:21][C:22](=[O:23])[C:3]([F:6])([F:5])[C:2]([F:8])([F:7])[F:1])=[CH:18][CH:19]=1 |f:1.2.3|. Procedure details: To a saturated solution of pentafluoroiodoethane (0.84 M, in diethyl ether) (198.3 mL, 166.6 mmol), was slowly added a solution of methyllithium/lithium bromide (1.5 M, in diethyl ether) (111.1 mL, 166.6 mmol) under nitrogen atmosphere at −78° C. The reaction mixture was stirred for 20 minutes and then a solution of 3-(4-bromo-phenyl)-N-methoxy-N-methyl-acrylamide (15.0 g, 55.5 mmol, in diethyl ether 20.0 mL) prepared in Step 1 was slowly added thereto at −78° C. The reaction mixture was stirred... Starting materials: BrC=1C=NC=C(C(=O)N=[S@](C2=CC=CC=C2)(=O)CCCO[Si](C)(C)C(C)(C)C)C1 ((S)-5-bromo-N-[(3-{[tert-butyl(dimethyl)silyl]oxy}propyl)(oxido)phenyl--sulfanylidene]nicotinamide), C(#C)C=1C=C(C=CC1)NC(=O)C1=CC(=NN1C)C (N-(3-ethynylphenyl)-1,3-dimethyl-1H-pyrazole-5-carboxamide). Product: [Si](C)(C)(C(C)(C)C)OCCC[S@@](=NC(C1=CN=CC(=C1)C#CC1=CC(=CC=C1)NC(=O)C1=CC(=NN1C)C)=O)(C1=CC=CC=C1)=O ((S)-N-[(3-{[tert-butyl(dimethyl)silyl]oxy}propyl)(oxido)phenyl--sulfanylidene]-5-[(3-{[(1,3-dimethyl-1H-pyrazol-5-yl)carbonyl]amino}phenyl)ethynyl]nicotinamide). Reaction SMILES: Br[C:2]1[CH:3]=[N:4][CH:5]=[C:6]([CH:29]=1)[C:7]([N:9]=[S@@:10]([CH2:18][CH2:19][CH2:20][O:21][Si:22]([C:25]([CH3:28])([CH3:27])[CH3:26])([CH3:24])[CH3:23])(=[O:17])[C:11]1[CH:16]=[CH:15][CH:14]=[CH:13][CH:12]=1)=[O:8].[C:30]([C:32]1[CH:33]=[C:34]([NH:38][C:39]([C:41]2[N:45]([CH3:46])[N:44]=[C:43]([CH3:47])[CH:42]=2)=[O:40])[CH:35]=[CH:36][CH:37]=1)#[CH:31]>>[Si:22]([O:21][CH2:20][CH2:19][CH2:18][S@:10](=[O:17])([C:11]1[CH:16]=[CH:15][CH:14]=[CH:13][CH:12]=1)=[N:9][C:7](=[O:8])[C:6]1[CH:29]=[C:2]([C:31]#[C:30][C:32]2[CH:37]=[CH:36][CH:35]=[C:34]([NH:38][C:39]([C:41]3[N:45]([CH3:46])[N:44]=[C:43]([CH3:47])[CH:42]=3)=[O:40])[CH:33]=2)[CH:3]=[N:4][CH:5]=1)([C:25]([CH3:28])([CH3:27])[CH3:26])([CH3:24])[CH3:23]. Procedure details: In a manner similar to that described in Example 506 (step 3), (S)-5-bromo-N-[(3-{[tert-butyl(dimethyl)silyl]oxy}propyl)(oxido)phenyl--sulfanylidene]nicotinamide and N-(3-ethynylphenyl)-1,3-dimethyl-1H-pyrazole-5-carboxamide are converted to the title compound.